This data is from the Open Reaction Database (ORD), a public repository of structured organic reaction records. The task is: describe an organic reaction: reactants, conditions, products, and yield The reactants are N1N=NC2=C1C=CC=C2C=O (benzotriazole aldehyde), NC1=CC2=C(NN=N2)C=C1 (5-aminobenzotriazole), C(C)=NO (acetaldoxime), ketone. The solvent is C(Cl)Cl (DCM). The product is C(C)(=O)C1=CC2=C(NN=N2)C=C1 (5-Acetyl-1H-Benzotriazole). RXN SMILES: N1C2C=CC=[C:9]([CH:10]=[O:11])C=2N=N1.N[C:13]1[CH:21]=[CH:20][C:16]2[NH:17][N:18]=[N:19][C:15]=2[CH:14]=1.C(=NO)C>C(Cl)Cl>[C:10]([C:13]1[CH:21]=[CH:20][C:16]2[NH:17][N:18]=[N:19][C:15]=2[CH:14]=1)(=[O:11])[CH3:9]. Procedure: The ketone was prepared in the same manner as the benzotriazole aldehyde from 5-aminobenzotriazole and acetaldoxime. Column chromatography of the crude ketone using DCM and eluting with MeOH (0-10%) afforded the ketone in 11% yield. Rf [A] 0.3; δH(400 MHz; Acetone-d6) 2.68 (3H, s, CH3), 7.92 (1H, d, J 8.7, Ar—H), 8.07 (1H, d, 3 8.7 Ar—H), 8.62 (1H, s, Ar—H); m/z (FAB−HR) 162.06674 [(M+H)+ calc. for C8H8N3O 162.06682]. The hydrazone of the ketone was prepared from 2,4DNPH to afford an orange soli...